Task: describe an organic reaction: reactants, conditions, products, and yield. Dataset: the Open Reaction Database (ORD), a public repository of structured organic reaction records Reactants: O=C([O-])[O-], CN(C)C=O, [Cl-], ClCCBr, [I-], [K+], [K+], [K+], [Na+], CCOC(=O)c1cc2c(C(F)(F)F)ccc(O)c2n1C. Yields the product CCOC(=O)c1cc2c(C(F)(F)F)ccc(OCCCl)c2n1C. Reaction SMILES: [C:1](=[O:2])([O-:3])[O-:4].[CH3:35][N:36]([CH3:37])[CH:38]=[O:39].[Cl-:34].[Cl:7][CH2:8][CH2:9][Br:10].[I-:12].[K+:11].[K+:5].[K+:6].[Na+:33].[OH:13][c:14]1[cH:15][cH:16][c:17]([C:29]([F:30])([F:31])[F:32])[c:18]2[cH:19][c:20]([C:24](=[O:25])[O:26][CH2:27][CH3:28])[n:21]([CH3:23])[c:22]12>>[Cl:7][CH2:8][CH2:9][O:13][c:14]1[cH:15][cH:16][c:17]([C:29]([F:30])([F:31])[F:32])[c:18]2[cH:19][c:20]([C:24](=[O:25])[O:26][CH2:27][CH3:28])[n:21]([CH3:23])[c:22]12. Reactants: CCOC(=O)C(C)(C)Oc1ccc(CCN(Cc2ccc(C(F)(F)F)cc2)c2ccc([N+](=O)[O-])cn2)cc1, [Na+], [OH-]. The product is CC(C)(Oc1ccc(CCN(Cc2ccc(C(F)(F)F)cc2)c2ccc([N+](=O)[O-])cn2)cc1)C(=O)O. RXN SMILES: [CH3:1][C:2]([C:3](=[O:4])[O:5][CH2:6][CH3:7])([CH3:8])[O:9][c:10]1[cH:11][cH:12][c:13]([CH2:16][CH2:17][N:18]([CH2:19][c:20]2[cH:21][cH:22][c:23]([C:26]([F:27])([F:28])[F:29])[cH:24][cH:25]2)[c:30]2[n:31][cH:32][c:33]([N+:36](=[O:37])[O-:38])[cH:34][cH:35]2)[cH:14][cH:15]1.[Na+:40].[OH-:39]>>[CH3:1][C:2]([C:3](=[O:4])[OH:5])([CH3:8])[O:9][c:10]1[cH:11][cH:12][c:13]([CH2:16][CH2:17][N:18]([CH2:19][c:20]2[cH:21][cH:22][c:23]([C:26]([F:27])([F:28])[F:29])[cH:24][cH:25]2)[c:30]2[n:31][cH:32][c:33]([N+:36](=[O:37])[O-:38])[cH:34][cH:35]2)[cH:14][cH:15]1. The reactants are C(C)(C)(C)OC(=O)N[C@H](CO)CC1CCCCC1 ((2S)-2-(tert-Butoxycarbonylamino)-3-cyclohexyl-1-propanol), C(C)N (ethylamine). Reaction SMILES: [C:1]([O:5][C:6]([NH:8][C@@H:9]([CH2:12][CH:13]1[CH2:18][CH2:17][CH2:16][CH2:15][CH2:14]1)[CH2:10]O)=[O:7])([CH3:4])([CH3:3])[CH3:2].[CH2:19]([NH2:21])[CH3:20]>>[CH2:19]([N:21]([CH2:10][CH:9]([NH:8][C:6]([O:5][C:1]([CH3:2])([CH3:4])[CH3:3])=[O:7])[CH2:12][CH:13]1[CH2:18][CH2:17][CH2:16][CH2:15][CH2:14]1)[CH2:10][CH:9]([NH:8][C:6]([O:5][C:1]([CH3:4])([CH3:3])[CH3:2])=[O:7])[CH2:12][CH:13]1[CH2:18][CH2:17][CH2:16][CH2:15][CH2:14]1)[CH3:20]. Procedure details: The product from Example 15A and ethylamine were processed as described in Example 7B to provide the title compound. The product is C(C)N(CC(CC1CCCCC1)NC(=O)OC(C)(C)C)CC(CC1CCCCC1)NC(=O)OC(C)(C)C (N-ethyl-N,N-bis[2-(tert-butoxycarbonylamino)-3-cyclohexylpropyl]amine). The reactants are FC(F)(Br)C(F)(F)Br, CC(C)NC(C)C, N#Cc1cnc2ccsc2c1Cl, [Li], C1CCOC1, O. Product: N#Cc1cnc2cc(Br)sc2c1Cl. As a reaction SMILES: [Br:21][C:22]([F:23])([F:24])[C:25]([Br:26])([F:27])[F:28].[CH:13]([NH:14][CH:15]([CH3:16])[CH3:17])([CH3:18])[CH3:19].[Cl:1][c:2]1[c:3]2[c:4]([n:5][cH:6][c:7]1[C:8]#[N:9])[cH:10][cH:11][s:12]2.[Li:20].[O:30]1[CH2:31][CH2:32][CH2:33][CH2:34]1.[OH2:29]>>[Cl:1][c:2]1[c:3]2[c:4]([n:5][cH:6][c:7]1[C:8]#[N:9])[cH:10][c:11]([Br:21])[s:12]2.